Dataset: the Open Reaction Database (ORD), a public repository of structured organic reaction records. Task: describe an organic reaction: reactants, conditions, products, and yield Reactants: C(C1=CC=CC=C1)O[C@H]1[C@]2(O[C@@H]([C@H]([C@@H]1OCC1=CC=CC=C1)OCC1=CC=CC=C1)COCC1=CC=CC=C1)CC(C1=CC(=C(C=C12)CC1=CC=C(C=C1)CC)Cl)O ((1S,3′R,4′S,5′R,6′R)-3′,4′,5′-tris(benzyloxy)-6′-(benzyloxymethyl)-5-chloro-6-(4-ethylbenzyl)-2,3,3′,4′,5′,6′-hexahydrospiro[indene-1,2′-pyran]-3-ol), CCN(CC)S(F)(F)F (DAST). The solvent is ClCCl (dichloromethane), ClCCl (dichloromethane). Run at temperature -78 celsius, time 2 hour. Yields the product C(C1=CC=CC=C1)O[C@H]1[C@]2(O[C@@H]([C@H]([C@@H]1OCC1=CC=CC=C1)OCC1=CC=CC=C1)COCC1=CC=CC=C1)CC(C1=CC(=C(C=C12)CC1=CC=C(C=C1)CC)Cl)F ((1S,3′R,4′S,5′R,6′R)-3′,4′,5′-tris(benzyloxy)-6′-(benzyloxymethyl)-5-chloro-6-(4-ethylbenzyl)-3-fluoro-2,3,3′,4′,5′,6′-hexahydrospiro[indene-1,2′-pyran]). Isolated yield 87.8%. RXN SMILES: [CH2:1]([O:8][C@@H:9]1[C@@H:14]([O:15][CH2:16][C:17]2[CH:22]=[CH:21][CH:20]=[CH:19][CH:18]=2)[C@H:13]([O:23][CH2:24][C:25]2[CH:30]=[CH:29][CH:28]=[CH:27][CH:26]=2)[C@@H:12]([CH2:31][O:32][CH2:33][C:34]2[CH:39]=[CH:38][CH:37]=[CH:36][CH:35]=2)[O:11][C@:10]21[C:47]1[C:42](=[CH:43][C:44]([Cl:57])=[C:45]([CH2:48][C:49]3[CH:54]=[CH:53][C:52]([CH2:55][CH3:56])=[CH:51][CH:50]=3)[CH:46]=1)[CH:41](O)[CH2:40]2)[C:2]1[CH:7]=[CH:6][CH:5]=[CH:4][CH:3]=1.CCN(S(F)(F)[F:65])CC>ClCCl>[CH2:1]([O:8][C@@H:9]1[C@@H:14]([O:15][CH2:16][C:17]2[CH:22]=[CH:21][CH:20]=[CH:19][CH:18]=2)[C@H:13]([O:23][CH2:24][C:25]2[CH:30]=[CH:29][CH:28]=[CH:27][CH:26]=2)[C@@H:12]([CH2:31][O:32][CH2:33][C:34]2[CH:39]=[CH:38][CH:37]=[CH:36][CH:35]=2)[O:11][C@:10]21[C:47]1[C:42](=[CH:43][C:44]([Cl:57])=[C:45]([CH2:48][C:49]3[CH:54]=[CH:53][C:52]([CH2:55][CH3:56])=[CH:51][CH:50]=3)[CH:46]=1)[CH:41]([F:65])[CH2:40]2)[C:2]1[CH:7]=[CH:6][CH:5]=[CH:4][CH:3]=1. Reported procedure: To a −78° C. solution of (1S,3′R,4′S,5′R,6′R)-3′,4′,5′-tris(benzyloxy)-6′-(benzyloxymethyl)-5-chloro-6-(4-ethylbenzyl)-2,3,3′,4′,5′,6′-hexahydrospiro[indene-1,2′-pyran]-3-ol (40 mg, 0.05 mmol) in dry dichloromethane (2.0 mL) was added dropwise a solution of DAST reagent (0.014 mL, 0.1 mmol, 95%) in 0.5 mL of dry dichloromethane. The reaction mixture was stirred for 2 h at −78° C. and quenched by addition of 1 mL of saturated aqueous NaHCO3 solution when TLC showed the reaction was complete. The ...